From a dataset of the Open Reaction Database (ORD), a public repository of structured organic reaction records. describe an organic reaction: reactants, conditions, products, and yield Starting materials: CCOC(=O)CCCCBr, COc1ccccc1N1CCN(CCn2c(=O)[nH]c3ccsc3c2=O)CC1, CN(C)C=O. The product is CCOC(=O)CCCCn1c(=O)n(CCN2CCN(c3ccccc3OC)CC2)c(=O)c2sccc21. RXN SMILES: [Br:28][CH2:29][CH2:30][CH2:31][CH2:32][C:33](=[O:34])[O:35][CH2:36][CH3:37].[CH3:1][O:2][c:3]1[c:4]([N:9]2[CH2:10][CH2:11][N:12]([CH2:15][CH2:16][n:17]3[c:18](=[O:27])[nH:19][c:20]4[c:21]([c:22]3=[O:23])[s:24][cH:25][cH:26]4)[CH2:13][CH2:14]2)[cH:5][cH:6][cH:7][cH:8]1.[CH3:38][N:39]([CH3:40])[CH:41]=[O:42]>>[CH3:1][O:2][c:3]1[c:4]([N:9]2[CH2:10][CH2:11][N:12]([CH2:15][CH2:16][n:17]3[c:18](=[O:27])[n:19]([CH2:29][CH2:30][CH2:31][CH2:32][C:33](=[O:34])[O:35][CH2:36][CH3:37])[c:20]4[c:21]([c:22]3=[O:23])[s:24][cH:25][cH:26]4)[CH2:13][CH2:14]2)[cH:5][cH:6][cH:7][cH:8]1. Starting materials: NC1=NC2=C(N1[C@H]1[C@H](OC(C)=O)[C@H](OC(C)=O)[C@H](O1)COC(C)=O)C=CC=C2 (2-Amino-1-(2,3,5-tri-O-acetyl-β-D-ribofuranosyl)-1H-benzimidazole), O (water), C(C)(=O)OCCCCOC=1C=C(C=O)C=C(C1)C1=CC=CC=C1 (3-(4-acetoxybutoxy)-5-phenylbenzaldehyde), C(C)(=O)O[BH-](OC(C)=O)OC(C)=O.[Na+] (sodium triacetoxyborohydride). Solvent: O1CCCC1 (tetrahydrofuran). Reaction conditions: time 13 hour. Product: OCCCCOC=1C=C(CNC2=NC3=C(N2[C@H]2[C@H](O)[C@H](O)[C@H](O2)CO)C=CC=C3)C=C(C1)C1=CC=CC=C1 (2-[3-(4-Hydroxybutoxy)-5-phenylbenzylamino]-1-(β-D-ribofuranosyl)-1H-benzimidazole). Yield: 30.1%. RXN SMILES: [NH2:1][C:2]1[N:6]([C@@H:7]2[O:19][C@H:18]([CH2:20][O:21]C(=O)C)[C@@H:13]([O:14]C(=O)C)[C@H:8]2[O:9]C(=O)C)[C:5]2[CH:25]=[CH:26][CH:27]=[CH:28][C:4]=2[N:3]=1.C([O:32][CH2:33][CH2:34][CH2:35][CH2:36][O:37][C:38]1[CH:39]=[C:40]([CH:43]=[C:44]([C:46]2[CH:51]=[CH:50][CH:49]=[CH:48][CH:47]=2)[CH:45]=1)[CH:41]=O)(=O)C.C(O[BH-](OC(=O)C)OC(=O)C)(=O)C.[Na+].O>O1CCCC1>[OH:32][CH2:33][CH2:34][CH2:35][CH2:36][O:37][C:38]1[CH:39]=[C:40]([CH:43]=[C:44]([C:46]2[CH:51]=[CH:50][CH:49]=[CH:48][CH:47]=2)[CH:45]=1)[CH2:41][NH:1][C:2]1[N:6]([C@@H:7]2[O:19][C@H:18]([CH2:20][OH:21])[C@@H:13]([OH:14])[C@H:8]2[OH:9])[C:5]2[CH:25]=[CH:26][CH:27]=[CH:28][C:4]=2[N:3]=1 |f:2.3|. Reported procedure: 2-Amino-1-(2,3,5-tri-O-acetyl-β-D-ribofuranosyl)-1H-benzimidazole (0.20 g) and 3-(4-acetoxybutoxy)-5-phenylbenzaldehyde (0.19 g) were suspended in tetrahydrofuran (3 mL), and the mixture was stirred at room temperature for 13 hours. To the reaction mixture was added sodium triacetoxyborohydride (0.21 g), and the mixture was stirred at room temperature for 24 hours. After adding water to the reaction mixture, the mixture was concentrated under reduced pressure. The obtained residue was dissolved ... Starting materials: NC1=C(C=C(C=C1)O)[N+](=O)[O-] (4-Amino-3-nitrophenol), C(=O)([O-])[O-].[Cs+].[Cs+] (Cs2CO3), [I-].[Na+] (sodium iodide), Cl.N1=C(C=CC=C1)CCl (2-picolyl chloride hydrochloride). Solvent: CN(C)C=O (DMF), O (water). Run at time 8 hour. The product is [N+](=O)([O-])C1=C(C=CC(=C1)OCC1=NC=CC=C1)N (2-Nitro-4-(pyridin-2-ylmethoxy)-phenylamine). Yield: 96.9%. Reaction SMILES: [NH2:1][C:2]1[CH:7]=[CH:6][C:5]([OH:8])=[CH:4][C:3]=1[N+:9]([O-:11])=[O:10].C([O-])([O-])=O.[Cs+].[Cs+].[I-].[Na+].Cl.[N:21]1[CH:26]=[CH:25][CH:24]=[CH:23][C:22]=1[CH2:27]Cl>O.CN(C=O)C>[N+:9]([C:3]1[CH:4]=[C:5]([O:8][CH2:27][C:22]2[CH:23]=[CH:24][CH:25]=[CH:26][N:21]=2)[CH:6]=[CH:7][C:2]=1[NH2:1])([O-:11])=[O:10] |f:1.2.3,4.5,6.7|. Reported procedure: 4-Amino-3-nitrophenol (5.00 g, 32.4 mMol), Cs2CO3 (22.8 g, 70 mMol), sodium iodide (476 mg, 3.20 mMol) and 2-picolyl chloride hydrochloride (11.2 g, 35 mMol) were added to 20 mL of anhydrous DMF under an atmosphere of dry N2. The reaction mixture was stirred overnight at ambient temperature. The reaction mixture is then poured into water. The precipitate was collected via suction filtration. The precipitate was partitioned between DCM and 1.0 N aqueous NaOH. The organic layer was washed 2 more t... The reactants are CC(C)(O)c1cc(COc2ccc(Br)cc2)n(-c2c(Cl)cccc2Cl)n1, CC[SiH](CC)CC, O=C(O)C(F)(F)F. The product is CC(C)c1cc(COc2ccc(Br)cc2)n(-c2c(Cl)cccc2Cl)n1. As a reaction SMILES: [Br:1][c:2]1[cH:3][cH:4][c:5]([O:6][CH2:7][c:8]2[cH:9][c:10]([C:21]([CH3:22])([CH3:23])[OH:24])[n:11][n:12]2-[c:13]2[c:14]([Cl:20])[cH:15][cH:16][cH:17][c:18]2[Cl:19])[cH:25][cH:26]1.[CH2:27]([SiH:28]([CH2:29][CH3:30])[CH2:31][CH3:32])[CH3:33].[OH:34][C:35]([C:36]([F:37])([F:38])[F:39])=[O:40]>>[Br:1][c:2]1[cH:3][cH:4][c:5]([O:6][CH2:7][c:8]2[cH:9][c:10]([CH:21]([CH3:22])[CH3:23])[n:11][n:12]2-[c:13]2[c:14]([Cl:20])[cH:15][cH:16][cH:17][c:18]2[Cl:19])[cH:25][cH:26]1. Starting materials: C(C)(C)OCCN(C(COC(C)=O)=O)C1=CC=C(C(=O)N2CCN(CC2)CCC2=CC=C(C=C2)Cl)C=C1 (1-{4-[N-(2-isopropyloxyethyl)-N-acetoxyacetylamino]benzoyl}-4-[2-(4-chlorophenyl)ethyl]piperazine), [OH-].[Na+] (sodium hydroxide). Solvent: C(C)O (ethanol), O (water). Run at time 1 hour. The product is Cl.C(C)(C)OCCN(C(CO)=O)C1=CC=C(C(=O)N2CCN(CC2)CCC2=CC=C(C=C2)Cl)C=C1 (1-{4-[N-(2-isopropyloxyethyl)-N-hydroxyacetylamino]benzoyl}-4-[2-(4-chlorophenyl)ethyl]piperazine hydrochloride). As a reaction SMILES: [CH:1]([O:4][CH2:5][CH2:6][N:7]([C:15]1[CH:37]=[CH:36][C:18]([C:19]([N:21]2[CH2:26][CH2:25][N:24]([CH2:27][CH2:28][C:29]3[CH:34]=[CH:33][C:32]([Cl:35])=[CH:31][CH:30]=3)[CH2:23][CH2:22]2)=[O:20])=[CH:17][CH:16]=1)[C:8](=[O:14])[CH2:9][O:10]C(=O)C)([CH3:3])[CH3:2].[OH-].[Na+]>C(O)C.O>[ClH:35].[CH:1]([O:4][CH2:5][CH2:6][N:7]([C:15]1[CH:37]=[CH:36][C:18]([C:19]([N:21]2[CH2:22][CH2:23][N:24]([CH2:27][CH2:28][C:29]3[CH:34]=[CH:33][C:32]([Cl:35])=[CH:31][CH:30]=3)[CH2:25][CH2:26]2)=[O:20])=[CH:17][CH:16]=1)[C:8](=[O:14])[CH2:9][OH:10])([CH3:3])[CH3:2] |f:1.2,5.6|. Reported procedure: 1.2 g of 1-{4-[N-(2-isopropyloxyethyl)-N-acetoxyacetylamino]benzoyl}-4-[2-(4-chlorophenyl)ethyl]piperazine (Example 41) are dissolved in 20 ml of ethanol. 1.5 ml of 2N sodium hydroxide solution in 5 ml of water are added thereto, and the mixture is stirred at RT for one hour. After concentration by evaporation, the residue is dissolved in ethyl acetate and washed with water. Concentration by evaporation and treatment with ethereal hydrochloric acid yield 1-{4-[N-(2-isopropyloxyethyl)-N-hydroxyac... Reactants: [Br-], COc1cc(C=O)c2nn(COCC[Si](C)(C)C)cc2c1, C[Mg+], C1CCOC1. Product: COc1cc(C(C)O)c2nn(COCC[Si](C)(C)C)cc2c1. RXN SMILES: [Br-:22].[CH3:1][O:2][c:3]1[cH:4][c:5]2[cH:6][n:7]([CH2:14][O:15][CH2:16][CH2:17][Si:18]([CH3:19])([CH3:20])[CH3:21])[n:8][c:9]2[c:10]([CH:12]=[O:13])[cH:11]1.[CH3:23][Mg+:24].[O:25]1[CH2:26][CH2:27][CH2:28][CH2:29]1>>[CH3:1][O:2][c:3]1[cH:4][c:5]2[cH:6][n:7]([CH2:14][O:15][CH2:16][CH2:17][Si:18]([CH3:19])([CH3:20])[CH3:21])[n:8][c:9]2[c:10]([CH:12]([OH:13])[CH3:23])[cH:11]1. Starting materials: C(C)(C)(C)OC(=O)N1CCC(CC1)C1=CNC2=CC=C(C=C12)N1CNC2=NC=CC=C21 (1-[3-(N-t-Butoxycarbonylpiperid-4-yl)indol-5-yl]-3H-imidazo[4,5-b]pyridine). Run in C(Cl)Cl (methylene chloride). Product: N1CCC(CC1)C1=CNC2=CC=C(C=C12)N1CNC2=NC=CC=C21 (1-[3-(Piperid-4-yl)indol-5-yl]-3H-imidazo[4,5-b]pyridine). The yield is 100.0%. Reaction SMILES: C(OC([N:8]1[CH2:13][CH2:12][CH:11]([C:14]2[C:22]3[C:17](=[CH:18][CH:19]=[C:20]([N:23]4[C:31]5[C:26](=[N:27][CH:28]=[CH:29][CH:30]=5)[NH:25][CH2:24]4)[CH:21]=3)[NH:16][CH:15]=2)[CH2:10][CH2:9]1)=O)(C)(C)C>C(Cl)Cl>[NH:8]1[CH2:13][CH2:12][CH:11]([C:14]2[C:22]3[C:17](=[CH:18][CH:19]=[C:20]([N:23]4[C:31]5[C:26](=[N:27][CH:28]=[CH:29][CH:30]=5)[NH:25][CH2:24]4)[CH:21]=3)[NH:16][CH:15]=2)[CH2:10][CH2:9]1. Reported procedure: 1-[3-(N-t-Butoxycarbonylpiperid-4-yl)indol-5-yl]-3H-imidazo[4,5-b]pyridine was used, and methylene chloride was used as the solvent. Filtration afforded the title compound (100%) as a yellow solid: mp 260°-268° C. with effervescence; 13C NMR (CD3OD) δ 149.7, 145.6, 144.0, 138.5, 127.7, 126.0, 125.8, 125.5, 124.6, 123.9, 120.6, 119.7, 117.4, 113.7, 45.7, 32.6, 30.7; FAB LRMS (m/z, relative intensity) 318 (M+, 22), 277 (12), 261 (4), 235 (5), 185 (100).